Dataset: the Open Reaction Database (ORD), a public repository of structured organic reaction records. Task: describe an organic reaction: reactants, conditions, products, and yield Starting materials: [I-].[Na+] (sodium iodide), ClC(COC(=O)N[C@H]1[C@@H]2N(C(=C(CS2)OP(=O)(C2=CC=CC=C2)C2=CC=CC=C2)C(=O)OC(C2=CC=CC=C2)C2=CC=CC=C2)C1=O)(Cl)Cl (benzhydryl 7β-2,2,2-trichloroethoxycarbonylamino-3-diphenylphosphoryloxy-3-cephem-4-carboxylate). Reagents/catalysts: [Ag].C(C)NC(=O)\C=C/S ((Z)-2-(N-ethylcarbamoyl)vinylmercaptan silver salt). The solvent is C(C)#N (acetonitrile), C(C)#N (acetonitrile). Run at time 5 minute. The product is ClC(COC(=O)N[C@H]1[C@@H]2N(C(=C(CS2)S\C=C/C(NCC)=O)C(=O)OC(C2=CC=CC=C2)C2=CC=CC=C2)C1=O)(Cl)Cl (benzhydryl 7β-2,2,2-trichloroethyoxycarbonylamino-3-[(Z)-2-(N-ethylcarbamoyl)vinylthio]-3-cephem-4-carboxylate). The yield is 186.4%. As a reaction SMILES: [I-].[Na+].[Cl:3][C:4]([Cl:51])([Cl:50])[CH2:5][O:6][C:7]([NH:9][C@@H:10]1[C:48](=[O:49])[N:12]2[C:13]([C:32]([O:34][CH:35]([C:42]3[CH:47]=[CH:46][CH:45]=[CH:44][CH:43]=3)[C:36]3[CH:41]=[CH:40][CH:39]=[CH:38][CH:37]=3)=[O:33])=[C:14](OP(C3C=CC=CC=3)(C3C=CC=CC=3)=O)[CH2:15][S:16][C@H:11]12)=[O:8]>C(#N)C.[Ag].C(NC(/C=C\S)=O)C>[Cl:50][C:4]([Cl:51])([Cl:3])[CH2:5][O:6][C:7]([NH:9][C@@H:10]1[C:48](=[O:49])[N:12]2[C:13]([C:32]([O:34][CH:35]([C:36]3[CH:41]=[CH:40][CH:39]=[CH:38][CH:37]=3)[C:42]3[CH:43]=[CH:44][CH:45]=[CH:46][CH:47]=3)=[O:33])=[C:14]([S:16]/[CH:11]=[CH:10]\[C:48](=[O:49])[NH:12][CH2:13][CH3:14])[CH2:15][S:16][C@H:11]12)=[O:8] |f:0.1,4.5|. Procedure details: (a') To a suspension of 784 mg (3.294 mM) of (Z)-2-(N-ethylcarbamoyl)vinylmercaptan silver salt in 30 ml of acetonitrile was added 2.965 g (19.77 mM) of sodium iodide, and the mixture was stirred at room temperature for 5 minutes. To the mixture was added at 0° C. a solution of 2 g (2.53 mM) of benzhydryl 7β-2,2,2-trichloroethoxycarbonylamino-3-diphenylphosphoryloxy-3-cephem-4-carboxylate in 20 ml of acetonitrile, and the mixture was stirred at the same temperature for 30 minutes, and then some ...